Dataset: the Open Reaction Database (ORD), a public repository of structured organic reaction records. Task: describe an organic reaction: reactants, conditions, products, and yield Starting materials: [I-].[Na+] (Sodium iodide), C(C)(C)(C)OC(CN(C1CCCC1)C(C1=C(C(=CC=C1)C)SC(C)=O)=O)=O (N-(2-Acetylthio-3-methylbenzoyl)-N-cyclopentylglycine t-butyl ester), Cl[Si](C)(C)C (Chlorotrimethylsilane). The solvent is CC#N (CH3CN). Run at temperature 55 celsius, time 30 minute. Yields the product C(C)(=O)SC1=C(C(=O)N(CC(=O)O)C2CCCC2)C=CC=C1C (N-(2-Acetylthio-3-methylbenzoyl)-N-cyclopentylglycine). Isolated yield 100.9%. Reaction SMILES: C([O:5][C:6](=[O:27])[CH2:7][N:8]([C:14](=[O:26])[C:15]1[CH:20]=[CH:19][CH:18]=[C:17]([CH3:21])[C:16]=1[S:22][C:23](=[O:25])[CH3:24])[CH:9]1[CH2:13][CH2:12][CH2:11][CH2:10]1)(C)(C)C.[I-].[Na+].Cl[Si](C)(C)C>CC#N>[C:23]([S:22][C:16]1[C:17]([CH3:21])=[CH:18][CH:19]=[CH:20][C:15]=1[C:14]([N:8]([CH:9]1[CH2:10][CH2:11][CH2:12][CH2:13]1)[CH2:7][C:6]([OH:27])=[O:5])=[O:26])(=[O:25])[CH3:24] |f:1.2|. Procedure: N-(2-Acetylthio-3-methylbenzoyl)-N-cyclopentylglycine t-butyl ester (16.7 g, 0.047 mole) was dissolved in 100 ml CH3CN. Sodium iodide (9.6 g, 0.064 mole) was then added. The resulting slurry was covered with a nitrogen atmosphere and warmed slowly to 55° C. Chlorotrimethylsilane (6.9 g, 0.0641 mole) was then added in one portion. The reaction was stirred 30 minutes at 50°-55° C. The heat source was then removed and the reaction cooled to room temperature with an ice bath. Water (60 ml) and CH2Cl... Starting materials: CC1(NC(CC(C1)=NO)(C)C)C (2,2,6,6-tetramethylpiperidin-4-one oxime), BrCCCCCCBr (1,6-dibromohexane). Product: ON(CCCCCCN(C1CC(NC(C1)(C)C)(C)C)O)C1CC(NC(C1)(C)C)(C)C (N,N'-Dihydroxy-N,N'-bis-(2,2,6,6-tetramethylpiperidin-4-yl)hexamethylenediamine). As a reaction SMILES: [CH3:1][C:2]1([CH3:12])[CH2:7][C:6](=[N:8][OH:9])[CH2:5][C:4]([CH3:11])([CH3:10])[NH:3]1.Br[CH2:14][CH2:15][CH2:16][CH2:17][CH2:18][CH2:19]Br>>[OH:9][N:8]([CH:6]1[CH2:7][C:2]([CH3:12])([CH3:1])[NH:3][C:4]([CH3:11])([CH3:10])[CH2:5]1)[CH2:14][CH2:15][CH2:16][CH2:17][CH2:18][CH2:19][N:8]([OH:9])[CH:6]1[CH2:5][C:4]([CH3:11])([CH3:10])[NH:3][C:2]([CH3:12])([CH3:1])[CH2:7]1. Reported procedure: from 2,2,6,6-tetramethylpiperidin-4-one oxime and 1,6-dibromohexane Starting materials: C(C)(C)(C)OC(NC(C=1SC(=C(C1)S(=O)(=O)C=1C=C(C=CC1)C1=CC(=CC=C1)C(C(F)(F)F)O)SC)=N)=O ((Imino-{5-methylsulfanyl-4-[3′-(2,2,2-trifluoro-1-hydroxy-ethyl)-biphenyl-3-sulfonyl]-thiophen-2-yl}-methyl)-carbamic acid tert-butyl ester), FC(C(=O)O)(F)F (trifluoroacetic acid). Product: FC(C(=O)O)(F)F.CSC1=C(C=C(S1)C(=N)N)S(=O)(=O)C=1C=C(C=CC1)C1=CC(=CC=C1)C(C(F)(F)F)O (5-Methylsulfanyl-4-[3′-(2,2,2-trifluoro-1-hydroxy-ethyl)-biphenyl-3-sulfonyl]-thiophene-2-carboxamidine trifluoroacetate). The yield is 86.0%. RXN SMILES: C(OC(=O)[NH:7][C:8](=[NH:37])[C:9]1[S:10][C:11]([S:35][CH3:36])=[C:12]([S:14]([C:17]2[CH:18]=[C:19]([C:23]3[CH:28]=[CH:27][CH:26]=[C:25]([CH:29]([OH:34])[C:30]([F:33])([F:32])[F:31])[CH:24]=3)[CH:20]=[CH:21][CH:22]=2)(=[O:16])=[O:15])[CH:13]=1)(C)(C)C.[F:39][C:40]([F:45])([F:44])[C:41]([OH:43])=[O:42]>>[F:39][C:40]([F:45])([F:44])[C:41]([OH:43])=[O:42].[CH3:36][S:35][C:11]1[S:10][C:9]([C:8]([NH2:37])=[NH:7])=[CH:13][C:12]=1[S:14]([C:17]1[CH:18]=[C:19]([C:23]2[CH:28]=[CH:27][CH:26]=[C:25]([CH:29]([OH:34])[C:30]([F:32])([F:33])[F:31])[CH:24]=2)[CH:20]=[CH:21][CH:22]=1)(=[O:16])=[O:15] |f:2.3|. Reported procedure: (Imino-{5-methylsulfanyl-4-[3′-(2,2,2-trifluoro-1-hydroxy-ethyl)-biphenyl-3-sulfonyl]-thiophen-2-yl}-methyl)-carbamic acid tert-butyl ester (25 mg, 0.043 mmol, as prepared in Example 28, step c) was treated with trifluoroacetic acid (50% in DCM) for 1 hr at rt. The reaction mixture was concentrated in vacuo and the residue obtained was purified using C18-HPLC (10–80% CH3CN in H2O (0.1% TFA) over 25 min) to give 18 mg (86%) of the title compound as a white solid. 1H-NMR (CD3OD; 400 MHz) δ 8.33 (s... The product is COc1cc2c(cc1OC)CCN(CCCN(C)C1CCc3cc(OC)c(OC)cc3C1)CC2. Starting materials: [Al+3], COc1cc2c(cc1OC)CC(=O)N(CCCN(C)C1CCc3cc(OC)c(OC)cc3C1)CC2, CCOCC, Cl, [H-], [H-], [H-], [H-], [Li+], [Na+], [OH-], O. As a reaction SMILES: [Al+3:38].[CH3:2][O:3][c:4]1[cH:5][c:6]2[c:7]([cH:33][c:34]1[O:35][CH3:36])[CH2:8][C:9](=[O:32])[N:10]([CH2:13][CH2:14][CH2:15][N:16]([CH:17]1[CH2:18][c:19]3[cH:20][c:21]([O:29][CH3:30])[c:22]([O:27][CH3:28])[cH:23][c:24]3[CH2:25][CH2:26]1)[CH3:31])[CH2:11][CH2:12]2.[CH3:46][CH2:47][O:48][CH2:49][CH3:50].[ClH:1].[H-:37].[H-:40].[H-:41].[H-:42].[Li+:39].[Na+:45].[OH-:44].[OH2:43]>>[CH3:2][O:3][c:4]1[cH:5][c:6]2[c:7]([cH:33][c:34]1[O:35][CH3:36])[CH2:8][CH2:9][N:10]([CH2:13][CH2:14][CH2:15][N:16]([CH:17]1[CH2:18][c:19]3[cH:20][c:21]([O:29][CH3:30])[c:22]([O:27][CH3:28])[cH:23][c:24]3[CH2:25][CH2:26]1)[CH3:31])[CH2:11][CH2:12]2. The reactants are C(C(CO)(CO)N)O.Cl (Tris HCl), [Mg+2].[Cl-].[Cl-] (MgCl2), CCCCC[C@@H](/C=C/[C@@H]1[C@H]([C@H](CC1=O)O)C/C=C/CCCC(=O)O)O ([3H]PGD2). Yields the product CCCCC[C@@H](/C=C/[C@@H]1[C@H]([C@H](CC1=O)O)C/C=C\CCCC(=O)O)O (PGD2). As a reaction SMILES: C(O)C(N)(CO)CO.Cl.[Mg+2].[Cl-].[Cl-].[CH3:13][CH2:14][CH2:15][CH2:16][CH2:17][C@H:18]([OH:37])/[CH:19]=[CH:20]/[C@H:21]1[C:25](=[O:26])[CH2:24][C@H:23]([OH:27])[C@@H:22]1[CH2:28]/[CH:29]=[CH:30]/[CH2:31][CH2:32][CH2:33][C:34]([OH:36])=[O:35]>>[CH3:13][CH2:14][CH2:15][CH2:16][CH2:17][C@H:18]([OH:37])/[CH:19]=[CH:20]/[C@H:21]1[C:25](=[O:26])[CH2:24][C@H:23]([OH:27])[C@@H:22]1[CH2:28]/[CH:29]=[CH:30]\[CH2:31][CH2:32][CH2:33][C:34]([OH:36])=[O:35] |f:0.1,2.3.4|. Procedure details: To a binding-reaction solution (50 mM Tris/HCl, pH 7.4, 5 mM MgCl2) (0.2 ml) were added the human platelet membrane fraction (0.1 mg) and 5 nM [3H]PGD2 (115 Ci/mmol), and the mixture was reacted at 4° C. for 90 min. After the reaction, the mixture was filtered through a glass fiber filter paper and washed several times with cooled physiological saline, then the radioactivity retained on the filter paper was measured. The specific-binding ratio was calculated by subtracting the non-specific bindi... The reactants are C(=O)(OC(C)(C)C)N[C@@H](CCCN)C(=O)O (Nα -BOC-L-ornithine), COC=1C=CC(=C(C1)F)[N+](=O)[O-] (5-methoxy-2-nitrofluorobenzene). Solvent: [OH-].[Na+] (NaOH), C(C)O (ethanol). Run at time 12 hour. The product is N[C@H](C(=O)O)CCCNC1=C(C=CC(=C1)OC)[N+](=O)[O-] ((2S)-2-amino-5-(5-methoxy-2-nitrophenylamino)pentanoic acid). Reaction SMILES: C([NH:8][C@H:9]([C:14]([OH:16])=[O:15])[CH2:10][CH2:11][CH2:12][NH2:13])(OC(C)(C)C)=O.[CH3:17][O:18][C:19]1[CH:20]=[CH:21][C:22]([N+:26]([O-:28])=[O:27])=[C:23](F)[CH:24]=1>[OH-].[Na+].C(O)C>[NH2:8][C@@H:9]([CH2:10][CH2:11][CH2:12][NH:13][C:21]1[CH:20]=[C:19]([O:18][CH3:17])[CH:24]=[CH:23][C:22]=1[N+:26]([O-:28])=[O:27])[C:14]([OH:16])=[O:15] |f:2.3|. Procedure: A solution of 696 mg (3.0 mmol) of Nα -BOC-L-ornithine and 513 mg (3 mmol) of 5-methoxy-2-nitrofluorobenzene in 3 mL of 1N NaOH and 3 mL of ethanol were heated at reflux for 20 hours, then concentrated in vacuo to a yellow oil. The oil was dissolved in 21 mL of 4N HCl in 33% acetic acid and stirred for 12 hours, then suspended in 50 mL of water and washed with 30 mL of dichloromethane and concentrated in vacuo to give a yellow powder. This was recrystallized twice from acetic acid/water to affor...